Task: describe an organic reaction: reactants, conditions, products, and yield. Dataset: the Open Reaction Database (ORD), a public repository of structured organic reaction records Reactants: [O-]P(=O)([O-])[O-].[K+].[K+].[K+] (K3PO4), BrC=1C=2N(C=C(C1)C1=CN=C(S1)NC(C)C)C=NN2 (5-(8-bromo-[1,2,4]triazolo[4,3-a]pyridin-6-yl)-N-isopropylthiazol-2-amine), FC1=C(C=CC=C1)B(O)O (2-fluorophenylboronic acid). The reagents and catalysts are C=1C=CC(=CC1)[P](C=2C=CC=CC2)(C=3C=CC=CC3)[Pd]([P](C=4C=CC=CC4)(C=5C=CC=CC5)C=6C=CC=CC6)([P](C=7C=CC=CC7)(C=8C=CC=CC8)C=9C=CC=CC9)[P](C=1C=CC=CC1)(C=1C=CC=CC1)C=1C=CC=CC1 (Pd(PPh3)4). The solvent is C(C)O (ethanol), CCO (EtOH), C1(=CC=CC=C1)C (toluene). Run at temperature 100 celsius. Yields the product FC1=C(C=CC=C1)C=1C=2N(C=C(C1)C1=CN=C(S1)NC(C)C)C=NN2 (5-(8-(2-fluorophenyl)-[1,2,4]triazolo[4,3-a]pyridin-6-yl)-N-isopropylthiazol-2-amine). Yield: 47.0%. As a reaction SMILES: Br[C:2]1[C:3]2[N:4]([CH:17]=[N:18][N:19]=2)[CH:5]=[C:6]([C:8]2[S:12][C:11]([NH:13][CH:14]([CH3:16])[CH3:15])=[N:10][CH:9]=2)[CH:7]=1.[F:20][C:21]1[CH:26]=[CH:25][CH:24]=[CH:23][C:22]=1B(O)O.[O-]P([O-])([O-])=O.[K+].[K+].[K+]>C1(C)C=CC=CC=1.CCO.C1C=CC([P]([Pd]([P](C2C=CC=CC=2)(C2C=CC=CC=2)C2C=CC=CC=2)([P](C2C=CC=CC=2)(C2C=CC=CC=2)C2C=CC=CC=2)[P](C2C=CC=CC=2)(C2C=CC=CC=2)C2C=CC=CC=2)(C2C=CC=CC=2)C2C=CC=CC=2)=CC=1>[F:20][C:21]1[CH:26]=[CH:25][CH:24]=[CH:23][C:22]=1[C:2]1[C:3]2[N:4]([CH:17]=[N:18][N:19]=2)[CH:5]=[C:6]([C:8]2[S:12][C:11]([NH:13][CH:14]([CH3:16])[CH3:15])=[N:10][CH:9]=2)[CH:7]=1 |f:2.3.4.5,^1:51,53,72,91|. Procedure details: A mixture of 5-(8-bromo-[1,2,4]triazolo[4,3-a]pyridin-6-yl)-N-isopropylthiazol-2-amine (19.6 mg, 0.0579 mmol) and 2-fluorophenylboronic acid (12.7 mg, 0.081 mmol) in toluene (0.58 mL) was degassed via nitrogen bubble, then was added Pd(PPh3)4 (3.3 mg, 0.003 mmol), aqueous K3PO4 (2 M, 58 μL, 0.116 mmol) and ethanol (84 μL). The reaction mixture was heated to 100° C. overnight, cooled to rt, diluted with EtOH (1 mL), filtered and concentrated. The residues were purified directly by reverse phase p... The reactants are NC1=CC=C(C=C1)O (4-aminophenol), O1CCCC1 (THF), O1CCCC1 (tetrahydrofurane), N1=CC=CC=C1 (pyridine), ClC1=C(C(=[Se])Cl)C=CC=C1 (o-chloroselenobenzoic acid chloride). Product: OC1=CC=C(C=C1)N1[Se]C2=C(C1=O)C=CC=C2 (2-(4-Hydroxyphenyl)-1.2-benzisoselenazol-3(2H)-one). RXN SMILES: [NH2:1][C:2]1[CH:7]=[CH:6][C:5]([OH:8])=[CH:4][CH:3]=1.N1C=CC=CC=1.Cl[C:16]1C=CC=C[C:17]=1[C:18](Cl)=[Se:19].[O:25]1[CH2:29][CH2:28][CH2:27][CH2:26]1>>[OH:8][C:5]1[CH:6]=[CH:7][C:2]([N:1]2[C:29](=[O:25])[C:28]3[CH:27]=[CH:26][CH:16]=[CH:17][C:18]=3[Se:19]2)=[CH:3][CH:4]=1. Procedure: of 4-aminophenol dissolved in 200 cc. of tetrahydrofurane (THF) and 2 cc. of pyridine are added with stirring and ice-cooling (temperature below 10° C.) under a nitrogen atmosphere to a solution of 3.3 g. of o-chloroselenobenzoic acid chloride in 30 cc. of THF. After termination of the addition, the mixture is stirred at room temperatur, the solvent is evaporated under vacuum and the residue is pured into a mixture of ice and dilute hydrochloric acid. The resulting precipitate is filtered off an... Reactants: ClC1=C(C(=O)OC)C(=CC=C1)F (methyl 2-chloro-6-fluorobenzoate), C(CC)(=O)O (Propionic acid). The reagents and catalysts are [Cu] (copper), [Cu] (copper). Solvent: C1(=CC=CC=C1)C (Toluene). Run at temperature 135 celsius. The product is FC1=C(C(=O)OC)C=CC=C1 (methyl 2-fluorobenzoate). The yield is 84.7%. As a reaction SMILES: Cl[C:2]1[CH:11]=[CH:10][CH:9]=[C:8]([F:12])[C:3]=1[C:4]([O:6][CH3:7])=[O:5].C(O)(=O)CC>[Cu].C1(C)C=CC=CC=1>[F:12][C:8]1[CH:9]=[CH:10][CH:11]=[CH:2][C:3]=1[C:4]([O:6][CH3:7])=[O:5]. Reported procedure: A 50-mL round-bottom flask was equipped with a magnetic stir bar, reflux condenser, thermometer, nitrogen inlet, and heating mantle attached to a temperature controller. The flask was charged with methyl 2-chloro-6-fluorobenzoate (5.11 g, 27.1 mmol) and copper powder (3.44 g, 54.2 mmol). Propionic acid (15 mL) was added, and the resulting mixture was heated to 135° C. Additional copper (0.34 g) was added after 7 hours in order to complete the dehalogenation. The reaction was monitored by GC anal... Yields the product [O-][n+]1ccc(OCC(c2ccccc2)c2ccccc2)cc1. RXN SMILES: [CH3:28][c:29]1[cH:30][cH:31][cH:32][cH:33][cH:34]1.[CH3:35][N:36]([CH3:37])[CH:38]=[O:39].[H-:16].[N+:18]([O-:19])(=[O:20])[c:21]1[cH:22][cH:23][n+:24]([O-:27])[cH:25][cH:26]1.[Na+:17].[c:1]1([CH:7]([CH2:8][OH:9])[c:10]2[cH:11][cH:12][cH:13][cH:14][cH:15]2)[cH:2][cH:3][cH:4][cH:5][cH:6]1>>[c:1]1([CH:7]([CH2:8][O:9][c:21]2[cH:22][cH:23][n+:24]([O-:27])[cH:25][cH:26]2)[c:10]2[cH:11][cH:12][cH:13][cH:14][cH:15]2)[cH:2][cH:3][cH:4][cH:5][cH:6]1. Reactants: Cc1ccccc1, CN(C)C=O, [H-], O=[N+]([O-])c1cc[n+]([O-])cc1, [Na+], OCC(c1ccccc1)c1ccccc1.